From a dataset of the Open Reaction Database (ORD), a public repository of structured organic reaction records. describe an organic reaction: reactants, conditions, products, and yield Starting materials: N#Cc1ccc(CBr)cc1C(F)(F)F, CN(C)C=O, CCOC(C)=O, CCN(C(C)C)C(C)C, Cl, CC(C)(C)OC(=O)C1CNC1. Yields the product CC(C)(C)OC(=O)C1CN(Cc2ccc(C#N)c(C(F)(F)F)c2)C1. RXN SMILES: [Br:1][CH2:2][c:3]1[cH:4][c:5]([C:11]([F:12])([F:13])[F:14])[c:6]([C:7]#[N:8])[cH:9][cH:10]1.[CH3:36][N:37]([CH3:38])[CH:39]=[O:40].[CH3:41][CH2:42][O:43][C:44](=[O:45])[CH3:46].[CH:27]([N:28]([CH:29]([CH3:30])[CH3:31])[CH2:32][CH3:33])([CH3:34])[CH3:35].[ClH:26].[NH:15]1[CH2:16][CH:17]([C:19](=[O:20])[O:21][C:22]([CH3:23])([CH3:24])[CH3:25])[CH2:18]1>>[CH2:2]([c:3]1[cH:4][c:5]([C:11]([F:12])([F:13])[F:14])[c:6]([C:7]#[N:8])[cH:9][cH:10]1)[N:15]1[CH2:16][CH:17]([C:19](=[O:20])[O:21][C:22]([CH3:23])([CH3:24])[CH3:25])[CH2:18]1. Reactants: CCOC(=O)c1ccc2c(C(=O)NCc3ccc(F)c(F)c3)c(C(C)C)n(Cc3ccccc3)c2c1, CCO, [Na+], [OH-], O. The product is CC(C)c1c(C(=O)NCc2ccc(F)c(F)c2)c2ccc(C(=O)O)cc2n1Cc1ccccc1. RXN SMILES: [CH2:1]([CH3:2])[O:3][C:4](=[O:5])[c:6]1[cH:7][cH:8][c:9]2[c:10]([C:25]([NH:26][CH2:27][c:28]3[cH:29][c:30]([F:35])[c:31]([F:34])[cH:32][cH:33]3)=[O:36])[c:11]([CH:22]([CH3:23])[CH3:24])[n:12]([CH2:15][c:16]3[cH:17][cH:18][cH:19][cH:20][cH:21]3)[c:13]2[cH:14]1.[CH3:40][CH2:41][OH:42].[Na+:38].[OH-:37].[OH2:39]>>[O:3]=[C:4]([OH:5])[c:6]1[cH:7][cH:8][c:9]2[c:10]([C:25]([NH:26][CH2:27][c:28]3[cH:29][c:30]([F:35])[c:31]([F:34])[cH:32][cH:33]3)=[O:36])[c:11]([CH:22]([CH3:23])[CH3:24])[n:12]([CH2:15][c:16]3[cH:17][cH:18][cH:19][cH:20][cH:21]3)[c:13]2[cH:14]1.